Dataset: the Open Reaction Database (ORD), a public repository of structured organic reaction records. Task: describe an organic reaction: reactants, conditions, products, and yield The reactants are C(C)C1=NNC(=N1)N (3-ethyl-1H-1,2,4-triazol-5-amine), C(C)(=O)N1N=CC2=CC(=CC=C12)C(CC(=O)OCC)=O (ethyl 3-(1-acetyl-1H-indazol-5-yl)-3-oxopropanoate), CC=1C=CC(=CC1)S(=O)(=O)O (TsOH). Solvent: C1(=CC=CC=C1)OC1=CC=CC=C1 (diphenyl ether). Run at temperature 170 celsius, time 1 hour. Product: C(C)(=O)N1N=CC2=CC(=CC=C12)C=1NC=2N(C(C1)=O)N=C(N2)CC (5-(1-acetyl-1H-indazol-5-yl)-2-ethyl-[1,2,4]triazolo[1,5-α]pyrimidin-7(4H)-one). RXN SMILES: [CH2:1]([C:3]1[N:7]=[C:6]([NH2:8])[NH:5][N:4]=1)[CH3:2].[C:9]([N:12]1[C:20]2[C:15](=[CH:16][C:17]([C:21](=O)[CH2:22][C:23](OCC)=[O:24])=[CH:18][CH:19]=2)[CH:14]=[N:13]1)(=[O:11])[CH3:10].CC1C=CC(S(O)(=O)=O)=CC=1>C1(OC2C=CC=CC=2)C=CC=CC=1>[C:9]([N:12]1[C:20]2[C:15](=[CH:16][C:17]([C:21]3[NH:8][C:6]4[N:5]([N:4]=[C:3]([CH2:1][CH3:2])[N:7]=4)[C:23](=[O:24])[CH:22]=3)=[CH:18][CH:19]=2)[CH:14]=[N:13]1)(=[O:11])[CH3:10]. Reported procedure: To a solution of 3-ethyl-1H-1,2,4-triazol-5-amine (150 mg, 1.34 mmol) in diphenyl ether (2 ml) was added ethyl 3-(1-acetyl-1H-indazol-5-yl)-3-oxopropanoate (550 mg, 2.00 mmol) and TsOH (8 mg, 0.04 mmol), and the reaction mixture was stirred for 1 h at 170° C. The solids were collected by filtration and washed with hexane (10 ml) and ethanol (3 ml) to afford 5-(1-acetyl-1H-indazol-5-yl)-2-ethyl-[1,2,4]triazolo[1,5-α]pyrimidin-7(4H)-one as a yellow solid (130 mg, crude).